From a dataset of the Open Reaction Database (ORD), a public repository of structured organic reaction records. describe an organic reaction: reactants, conditions, products, and yield The reactants are [N+](=O)([O-])C=1C=C2C=CC=NC2=CC1 (6-nitroquinoline), C1=CC(=CC(=C1)Cl)C(=O)OO (mCPBA). Run in C(Cl)(Cl)Cl (CHCl3). Conditions: time 48 hour. Product: [N+](=O)([O-])C=1C=C2C=CC=[N+](C2=CC1)[O-] (6-Nitroquinoline-N-oxide). Isolated yield 93.9%. As a reaction SMILES: [N+:1]([C:4]1[CH:5]=[C:6]2[C:11](=[CH:12][CH:13]=1)[N:10]=[CH:9][CH:8]=[CH:7]2)([O-:3])=[O:2].C1C=C(Cl)C=C(C(OO)=[O:22])C=1>C(Cl)(Cl)Cl>[N+:1]([C:4]1[CH:5]=[C:6]2[C:11](=[CH:12][CH:13]=1)[N+:10]([O-:22])=[CH:9][CH:8]=[CH:7]2)([O-:3])=[O:2]. Procedure details: Commercially available 6-nitroquinoline (1.0 g, 5.6 mmol) was dissolved in CHCl3 (30 mL) and mCPBA (1.76 g, 7.8 mmol) was added portionwise and the reactions stirred at rt for 48 h. The mixture was then washed with saturated aqueous NaHCO3, 1 N aqueous NaOH, and 5% aqueous NaHSO3, dried (Na2SO4), filtered and concentrated under reduced pressure to give compound 45A (1.0 g, 93%) as a light yellow solid. LC/MS m/z 191 [M+H]+.